Dataset: the Open Reaction Database (ORD), a public repository of structured organic reaction records. Task: describe an organic reaction: reactants, conditions, products, and yield Starting materials: ClC1=NC(=C(C#N)C=C1)N(C)CCOC (6-Chloro-2-[(2-methoxy-ethyl)-methyl-amino]-nicotinonitrile), BrC1=C(C=O)C=C(C=C1)O (2-bromo-5-hydroxy-benzaldehyde), C(=O)([O-])[O-].[K+].[K+] (K2CO3). Run in CN(C)C=O (DMF). Run at temperature 80 celsius. The product is BrC1=C(C=C(OC2=NC(=C(C#N)C=C2)N(C)CCOC)C=C1)C=O (6-(4-Bromo-3-formyl-phenoxy)-2-[(2-methoxy-ethyl)-methyl-amino]-nicotinonitrile). Isolated yield 74.1%. Reaction SMILES: Cl[C:2]1[CH:9]=[CH:8][C:5]([C:6]#[N:7])=[C:4]([N:10]([CH2:12][CH2:13][O:14][CH3:15])[CH3:11])[N:3]=1.[Br:16][C:17]1[CH:24]=[CH:23][C:22]([OH:25])=[CH:21][C:18]=1[CH:19]=[O:20].C([O-])([O-])=O.[K+].[K+]>CN(C=O)C>[Br:16][C:17]1[CH:24]=[CH:23][C:22]([O:25][C:2]2[CH:9]=[CH:8][C:5]([C:6]#[N:7])=[C:4]([N:10]([CH2:12][CH2:13][O:14][CH3:15])[CH3:11])[N:3]=2)=[CH:21][C:18]=1[CH:19]=[O:20] |f:2.3.4|. Reported procedure: To a solution of 6-chloro-2-[(2-methoxy-ethyl)-methyl-amino]-nicotinonitrile (4) (11.6 g, 51.9 mmol) in DMF (anhydrous, 300 mL) were added 2-bromo-5-hydroxy-benzaldehyde (10.4 g, 51.9 mmol) and K2CO3 (14.3 g, 103.8 mmol). The reaction was heated at 80° C. for 16 hours. DMF was evaporated in vacuo. Purification was accomplished by silica gel chromatography, eluting with 5%-30% EtOAc gradient, to afford 15 g (75% yield) of the title compound. 1H NMR (400 MHz, CHLOROFORM-d) δ ppm 10.34 (s, 1H), 7.7... Starting materials: Cl.C(C)N(CC)CCCl (diethylaminoethyl chloride hydrochloride), C[O-].[Na+] (sodium methoxide), C([O-])([O-])=O.[K+].[K+] (potassium carbonate), C1(S)=CC(S)=CC=C1 (dithioresorcin). Run in C=1(C(=CC=CC1)C)C (xylene), CO (methanol), O (water), O (water). The product is C(C)N(CC)CCSC=1C=C(C=CC1)S (3-(Diethylaminoethylmercapto)thiophenol). As a reaction SMILES: Cl.[CH2:2]([N:4]([CH2:7][CH2:8]Cl)[CH2:5][CH3:6])[CH3:3].C[O-].[Na+].C(=O)([O-])[O-].[K+].[K+].[C:19]1([CH:26]=[CH:25][CH:24]=[C:22]([SH:23])[CH:21]=1)[SH:20]>CO.O.C1(C)C(C)=CC=CC=1>[CH2:2]([N:4]([CH2:7][CH2:8][S:20][C:19]1[CH:21]=[C:22]([SH:23])[CH:24]=[CH:25][CH:26]=1)[CH2:5][CH3:6])[CH3:3] |f:0.1,2.3,4.5.6|. Procedure details: A solution of 1.72 g of diethylaminoethyl chloride hydrochloride and 0.54 g of sodium methoxide in 10 cc of methanol and a solution of 2.09 g of potassium carbonate in 10 cc of water are added to 1.42 g of dithioresorcin. After the addition of 10 cc of xylene, the mixture is boiled at reflux for 8 hours. The reaction mixture is subsequently diluted with water and extracted thrice with ethyl acetate. 10% acetic acid is subsequently added to the water phase, until the oily precipitation is complet...